This data is from the Open Reaction Database (ORD), a public repository of structured organic reaction records. The task is: describe an organic reaction: reactants, conditions, products, and yield Reactants: Cl.NCCS (Cysteamine hydrochloride), Cl.CN(C=1SC=C(N1)CCl)C (2-dimethylamino-4-chloromethylthiazole hydrochloride). Solvent: Cl (hydrochloric acid). Product: CN(C=1SC=C(N1)CSCCN)C (2-[(2-Dimethylaminothiazol-4-yl)methylthio]ethylamine). As a reaction SMILES: Cl.[NH2:2][CH2:3][CH2:4][SH:5].Cl.[CH3:7][N:8]([CH3:16])[C:9]1[S:10][CH:11]=[C:12]([CH2:14]Cl)[N:13]=1>Cl>[CH3:7][N:8]([CH3:16])[C:9]1[S:10][CH:11]=[C:12]([CH2:14][S:5][CH2:4][CH2:3][NH2:2])[N:13]=1 |f:0.1,2.3|. Reported procedure: Cysteamine hydrochloride (5.24 g; 45.9 mmoles) and 2-dimethylamino-4-chloromethylthiazole hydrochloride (9.8 g; 45.9 mmoles) [prepared from N,N-dimethylthiourea and 1,3-dichloro-2-propanone] were dissolved in 45 ml of concentrated hydrochloric acid and heated at an oil bath temperature of 100° for 96 hours. The mixture was evaporated under reduced pressure and the residue made basic with 40% aqueous NaOH. The aqueous phase was extracted with methyl acetate, dried and evaporated to give the title... Starting materials: CO, ClCCl, CSc1nccc(-c2c(-c3ccc(F)cc3F)nc3occn23)n1, O. Product: CS(=O)c1nccc(-c2c(-c3ccc(F)cc3F)nc3occn23)n1. Reaction SMILES: [CH3:25][OH:26].[Cl:27][CH2:28][Cl:29].[F:1][c:2]1[c:3](-[c:9]2[n:10][c:11]3[o:12][cH:13][cH:14][n:15]3[c:16]2-[c:17]2[n:18][c:19]([S:23][CH3:24])[n:20][cH:21][cH:22]2)[cH:4][cH:5][c:6]([F:8])[cH:7]1.[OH2:30]>>[F:1][c:2]1[c:3](-[c:9]2[n:10][c:11]3[o:12][cH:13][cH:14][n:15]3[c:16]2-[c:17]2[n:18][c:19]([S:23]([CH3:24])=[O:26])[n:20][cH:21][cH:22]2)[cH:4][cH:5][c:6]([F:8])[cH:7]1. Reactants: CCOC(=O)c1ccc(Cc2ccccc2)[nH]1, CO, [Na+], [OH-]. Product: O=C(O)c1ccc(Cc2ccccc2)[nH]1. RXN SMILES: [CH2:3]([CH3:4])[O:5][C:6](=[O:7])[c:8]1[nH:9][c:10]([CH2:13][c:14]2[cH:15][cH:16][cH:17][cH:18][cH:19]2)[cH:11][cH:12]1.[CH3:20][OH:21].[Na+:2].[OH-:1]>>[O:5]=[C:6]([OH:7])[c:8]1[nH:9][c:10]([CH2:13][c:14]2[cH:15][cH:16][cH:17][cH:18][cH:19]2)[cH:11][cH:12]1. Starting materials: ClCCl, C[Si](C)(C)Cl, COC(=O)CC(=O)CC(=O)OC, OCCO. The product is COC(=O)CC1(CC(=O)OC)OCCO1. As a reaction SMILES: [CH2:22]([Cl:23])[Cl:24].[CH3:17][Si:18]([Cl:19])([CH3:20])[CH3:21].[O:1]=[C:2]([CH2:3][C:4](=[O:5])[O:6][CH3:7])[CH2:8][C:9](=[O:10])[O:11][CH3:12].[OH:13][CH2:14][CH2:15][OH:16]>>[O:1]1[C:2]([CH2:3][C:4](=[O:5])[O:6][CH3:7])([CH2:8][C:9](=[O:10])[O:11][CH3:12])[O:13][CH2:14][CH2:15]1. Reactants: C([O-])([O-])=O.[Na+].[Na+] (sodium carbonate), FC1=CC=C(C=C1)B(O)O (4-fluorobenzeneboronic acid), BrC=1SC=CC1 (2-bromothiophene). Solvent: O (H2O), C(OC)COC (dimethoxyethane). The reagents and catalysts are [Pd].C1(=CC=CC=C1)P(C1=CC=CC=C1)C1=CC=CC=C1.C1(=CC=CC=C1)P(C1=CC=CC=C1)C1=CC=CC=C1.C1(=CC=CC=C1)P(C1=CC=CC=C1)C1=CC=CC=C1.C1(=CC=CC=C1)P(C1=CC=CC=C1)C1=CC=CC=C1 (tetrakis(triphenylphosphine) palladium(0)). Procedure: A solution of sodium carbonate (1.63 g) in H2O (7.65 ml), 4-fluorobenzeneboronic acid (1.03 g) and tetrakis(triphenylphosphine) palladium(0) (70.9 mg) were added successively to a solution of 2-bromothiophene (1.00 g) in dimethoxyethane (12.3 ml). The mixture was refluxed for 4 hours. The mixture was cooled to ambient temperature and partitioned between AcOEt and H2O. The organic layer was washed with 0.5N aqueous NaOH solution and saturated aqueous NaCl solution, dried over MgSO4 and concentrat... RXN SMILES: C(=O)([O-])[O-].[Na+].[Na+].[F:7][C:8]1[CH:13]=[CH:12][C:11](B(O)O)=[CH:10][CH:9]=1.Br[C:18]1[S:19][CH:20]=[CH:21][CH:22]=1>O.C(COC)OC.[Pd].C1(P(C2C=CC=CC=2)C2C=CC=CC=2)C=CC=CC=1.C1(P(C2C=CC=CC=2)C2C=CC=CC=2)C=CC=CC=1.C1(P(C2C=CC=CC=2)C2C=CC=CC=2)C=CC=CC=1.C1(P(C2C=CC=CC=2)C2C=CC=CC=2)C=CC=CC=1>[F:7][C:8]1[CH:13]=[CH:12][C:11]([C:18]2[S:19][CH:20]=[CH:21][CH:22]=2)=[CH:10][CH:9]=1 |f:0.1.2,7.8.9.10.11|. Product: FC1=CC=C(C=C1)C=1SC=CC1 (2-(4-fluorophenyl)thiophene). Isolated yield 96.1%.